Task: describe an organic reaction: reactants, conditions, products, and yield. Dataset: the Open Reaction Database (ORD), a public repository of structured organic reaction records Starting materials: CC(C)(C)OC(=O)N(CCCCC#N)OCc1ccccc1, O=C(O)C(F)(F)F. The product is N#CCCCCNOCc1ccccc1. As a reaction SMILES: [C:8]([O:9][C:10](=[O:11])[N:15]([O:16][CH2:17][c:18]1[cH:19][cH:20][cH:21][cH:22][cH:23]1)[CH2:24][CH2:25][CH2:26][CH2:27][C:28]#[N:29])([CH3:12])([CH3:13])[CH3:14].[OH:1][C:2]([C:3]([F:4])([F:5])[F:6])=[O:7]>>[NH:15]([O:16][CH2:17][c:18]1[cH:19][cH:20][cH:21][cH:22][cH:23]1)[CH2:24][CH2:25][CH2:26][CH2:27][C:28]#[N:29].